Dataset: the Open Reaction Database (ORD), a public repository of structured organic reaction records. Task: describe an organic reaction: reactants, conditions, products, and yield The reactants are ClC1=CC(=NC(=N1)NC1=C(C=CC(=C1)[N+](=O)[O-])C)C=1C=NC=CC1 (6-chloro-N-(2-methyl-5-nitrophenyl)-4-(3-pyridyl)-2-pyrimidine amine), O (water), C(C)O (ethanol). Reagents/catalysts: [Pd] (palladium on charcoal). The solvent is C(C)N(CC)CC (triethylamine). Conditions: time 40 hour. Product: CC1=C(C=C(C=C1)N)NC1=NC=CC(=N1)C=1C=NC=CC1 (4-methyl-N3-[4-(3-pyridinyl)-2-pyrimidinyl]-1,3-benzenediamine). RXN SMILES: Cl[C:2]1[N:7]=[C:6]([NH:8][C:9]2[CH:14]=[C:13]([N+:15]([O-])=O)[CH:12]=[CH:11][C:10]=2[CH3:18])[N:5]=[C:4]([C:19]2[CH:20]=[N:21][CH:22]=[CH:23][CH:24]=2)[CH:3]=1.O.C(O)C>[Pd].C(N(CC)CC)C>[CH3:18][C:10]1[CH:11]=[CH:12][C:13]([NH2:15])=[CH:14][C:9]=1[NH:8][C:6]1[N:5]=[C:4]([C:19]2[CH:20]=[N:21][CH:22]=[CH:23][CH:24]=2)[CH:3]=[CH:2][N:7]=1. Procedure: In an autoclave, 5 g 6-chloro-N-(2-methyl-5-nitrophenyl)-4-(3-pyridyl)-2-pyrimidine amine, 0.5 g palladium on charcoal 5% wet with 50% water, 50 mL ethanol and 5 mL triethylamine is charged. The mixture is hydrogenated at 5 bars and room temperature for 40 hours. Once completed the conversion, the catalyst is filtered off and the filtrates is concentrated in vacuum. The residue is taken again with isopropyl acetate and an aqueous carbonate solution. The layers are separated, and the organic laye...